Task: describe an organic reaction: reactants, conditions, products, and yield. Dataset: the Open Reaction Database (ORD), a public repository of structured organic reaction records Reactants: FC1=C(C=CC(=C1)B1OC(C(O1)(C)C)(C)C)C=1C=C2C(=NC1)NC=C2 (5-(2-fluoro-4-(4,4,5,5-tetramethyl-1,3,2-dioxaborolan-2-yl)phenyl)-1H-pyrrolo[2,3-b]pyridine), BrC1=C(C=CC=C1)S(=O)(=O)N[C@@H](CO)C ((R)-2-bromo-N-(1-hydroxypropan-2-yl)benzenesulfonamide). The product is FC=1C=C(C=CC1C=1C=C2C(=NC1)NC=C2)C=2C(=CC=CC2)S(=O)(=O)N[C@@H](CO)C (3′-Fluoro-N-[(1R)-2-hydroxy-1-methylethyl]-4′-(1H-pyrrolo[2,3-b]pyridin-5-yl)biphenyl-2-sulfonamide). Reaction SMILES: [F:1][C:2]1[CH:7]=[C:6](B2OC(C)(C)C(C)(C)O2)[CH:5]=[CH:4][C:3]=1[C:17]1[CH:18]=[C:19]2[CH:25]=[CH:24][NH:23][C:20]2=[N:21][CH:22]=1.Br[C:27]1[CH:32]=[CH:31][CH:30]=[CH:29][C:28]=1[S:33]([NH:36][C@H:37]([CH3:40])[CH2:38][OH:39])(=[O:35])=[O:34]>>[F:1][C:2]1[CH:7]=[C:6]([C:27]2[C:28]([S:33]([NH:36][C@H:37]([CH3:40])[CH2:38][OH:39])(=[O:35])=[O:34])=[CH:29][CH:30]=[CH:31][CH:32]=2)[CH:5]=[CH:4][C:3]=1[C:17]1[CH:18]=[C:19]2[CH:25]=[CH:24][NH:23][C:20]2=[N:21][CH:22]=1. Procedure details: The title compound was prepared using methods analogous to those described in Example 376 using 5-(2-fluoro-4-(4,4,5,5-tetramethyl-1,3,2-dioxaborolan-2-yl)phenyl)-1H-pyrrolo[2,3-b]pyridine and (R)-2-bromo-N-(1-hydroxypropan-2-yl)benzenesulfonamide. MS (ESI): mass calcd. for C22H20FN3O3S, 425.12; m/z found, 426.0 [M+H]+. 1H NMR (400 MHz, CDCl3) δ 9.65 (s, 1H), 8.30-8.19 (m, 2H), 7.93-7.84 (m, 1H), 7.69-7.61 (m, 1H), 7.61-7.53 (m, 1H), 7.44-7.31 (m, 4H), 7.27 (d, J=7.8, 1H), 6.56-7.47 (m, 1H), 6.0... Reactants: C[Mg+].[Br-] (MeMgBr), [NH4+].[Cl-] (NH4Cl), C1(=CC=CC=C1)C1=C(N(C2=CC=CC=C12)S(=O)(=O)C1=CC=C(C=C1)C)C=O (3-phenyl-1-(toluene-4-sulfonyl)-1H-indole-2-carbaldehyde), C[Mg+].[Br-] (MeMgBr), C1(=CC=CC=C1)C1=C(N(C2=CC=CC=C12)S(=O)(=O)C1=CC=C(C=C1)C)C=O (3-phenyl-1-(toluene-4-sulfonyl)-1H-indole-2-carbaldehyde). The solvent is C(C)OCC (diethyl ether), C1CCOC1 (THF), C(C)OCC (diethyl ether). Reaction conditions: temperature 0 celsius, time 30 minute. Yields the product C1(=CC=CC=C1)C1=C(N(C2=CC=CC=C12)S(=O)(=O)C1=CC=C(C=C1)C)C(C)O (1-[3-Phenyl-1-(toluene-4-sulfonyl)-1H-indol-2-yl]ethanol). As a reaction SMILES: [C:1]1([C:7]2[C:15]3[C:10](=[CH:11][CH:12]=[CH:13][CH:14]=3)[N:9]([S:16]([C:19]3[CH:24]=[CH:23][C:22]([CH3:25])=[CH:21][CH:20]=3)(=[O:18])=[O:17])[C:8]=2[CH:26]=[O:27])[CH:6]=[CH:5][CH:4]=[CH:3][CH:2]=1.[CH3:28][Mg+].[Br-].[NH4+].[Cl-]>C1COCC1.C(OCC)C>[C:1]1([C:7]2[C:15]3[C:10](=[CH:11][CH:12]=[CH:13][CH:14]=3)[N:9]([S:16]([C:19]3[CH:20]=[CH:21][C:22]([CH3:25])=[CH:23][CH:24]=3)(=[O:17])=[O:18])[C:8]=2[CH:26]([OH:27])[CH3:28])[CH:2]=[CH:3][CH:4]=[CH:5][CH:6]=1 |f:1.2,3.4|. Reported procedure: To a solution of 3-phenyl-1-(toluene-4-sulfonyl)-1H-indole-2-carbaldehyde (2.11 g, 5.62 mmol) in THF (30 mL) cooled to −78° C. and under a nitrogen atmosphere, was added 3.0M MeMgBr in diethyl ether (2.6 mL). The mixture was stirred at 0° C. for 30 min and then additional 3.0M MeMgBr in diethyl ether (0.3 mL) was added. After 15 min stirring, the reaction mixture was poured into a saturated solution of NH4Cl and extracted with EtOAc (×2). The combined organic layers were washed with water, then ... The reactants are BrC1=CC(=CC=2C(OC(NC21)=O)(C)C)O (8-bromo-6-hydroxy-4,4-dimethyl-4H-3,1-benzoxazin-2-one), CC1=CC=C(C=C1)SCCCCCl (4-(4-methyl-phenylmercapto)-butylchloride). Product: BrC1=CC(=CC=2C(OC(NC21)=O)(C)C)OCCCCSC2=CC=C(C=C2)C (8-Bromo-6-[4-(4-methyl-phenylmercapto)-butoxy]-4,4-dimethyl-4H-3,1-benzoxazin-2-one). RXN SMILES: [Br:1][C:2]1[C:11]2[NH:10][C:9](=[O:12])[O:8][C:7]([CH3:14])([CH3:13])[C:6]=2[CH:5]=[C:4]([OH:15])[CH:3]=1.[CH3:16][C:17]1[CH:22]=[CH:21][C:20]([S:23][CH2:24][CH2:25][CH2:26][CH2:27]Cl)=[CH:19][CH:18]=1>>[Br:1][C:2]1[C:11]2[NH:10][C:9](=[O:12])[O:8][C:7]([CH3:13])([CH3:14])[C:6]=2[CH:5]=[C:4]([O:15][CH2:27][CH2:26][CH2:25][CH2:24][S:23][C:20]2[CH:19]=[CH:18][C:17]([CH3:16])=[CH:22][CH:21]=2)[CH:3]=1. Reported procedure: Prepared analogously to Example 4 from 8-bromo-6-hydroxy-4,4-dimethyl-4H-3,1-benzoxazin-2-one and 4-(4-methyl-phenylmercapto)-butylchloride.